From a dataset of the Open Reaction Database (ORD), a public repository of structured organic reaction records. describe an organic reaction: reactants, conditions, products, and yield Starting materials: [C-]#N, ClCCl, CS(C)=O, CCOC(=O)C(C)Oc1ccc(N(C)c2cc3ccccc3c(Cl)n2)cc1. The product is CCOC(=O)C(C)Oc1ccc(N(C)c2cc3ccccc3c(C#N)n2)cc1. Reaction SMILES: [C-:28]#[N:29].[CH2:34]([Cl:35])[Cl:36].[CH3:30][S:31](=[O:32])[CH3:33].[Cl:1][c:2]1[n:3][c:4]([N:12]([CH3:13])[c:14]2[cH:15][cH:16][c:17]([O:18][CH:19]([C:20](=[O:21])[O:22][CH2:23][CH3:24])[CH3:25])[cH:26][cH:27]2)[cH:5][c:6]2[cH:7][cH:8][cH:9][cH:10][c:11]12>>[c:2]1([C:28]#[N:29])[n:3][c:4]([N:12]([CH3:13])[c:14]2[cH:15][cH:16][c:17]([O:18][CH:19]([C:20](=[O:21])[O:22][CH2:23][CH3:24])[CH3:25])[cH:26][cH:27]2)[cH:5][c:6]2[cH:7][cH:8][cH:9][cH:10][c:11]12. Solvent: N1=CC=CC=C1 (pyridine), CC(=O)C (acetone). Reagents/catalysts: [Cl-].[Zn+2].[Cl-] (zinc chloride). The reactants are [C@@H]1([C@H](O)[C@H](O)[C@@H](CO)O1)N1C=NC=2C(=O)NC(N)=NC12 (guanosine), [OH-].[Li+] (lithium hydroxide), C1(CCCCC1)N=C=NC1CCCCC1 (dicyclohexyl carbodiimide), [C@@H]1([C@H](O)[C@H](O)[C@@H](CO)O1)N1C=NC=2C(=O)NC(N)=NC12 (guanosine), C(#N)CCOP(O)(O)=O (2-cyanoethylphosphoric acid). As a reaction SMILES: [C@@H:1]1([N:10]2[C:20]3[N:19]=[C:17]([NH2:18])[NH:16][C:14](=[O:15])[C:13]=3[N:12]=[CH:11]2)[O:9][C@H:6]([CH2:7][OH:8])[C@@H:4]([OH:5])[C@H:2]1[OH:3].C(CC[O:25][P:26](=O)([OH:28])[OH:27])#N.C1(N=C=NC2CCCCC2)CCCCC1.[OH-].[Li+]>CC(C)=O.N1C=CC=CC=1.[Cl-].[Zn+2].[Cl-]>[CH:11]1[N:10]([C@@H:1]2[O:9][C@H:6]([CH2:7][O:8][P:26]([OH:28])([OH:27])=[O:25])[C@@H:4]([OH:5])[C@H:2]2[OH:3])[C:20]2[NH:19][C:17]([NH2:18])=[N:16][C:14](=[O:15])[C:13]=2[N:12]=1 |f:3.4,7.8.9|. Procedure details: For example, the aforesaid guanosine is reacted with zinc chloride in acetone to introduce an isopropylidene group into the 2'- and 3'-hydroxyl groups of guanosine and reacting the product with 2-cyanoethylphosphoric acid in pyridine in the presence of dicyclohexyl carbodiimide (DCC) to cyanophosphorylate the 5'-position. The resulting compound is subjected to a deprotection reaction with lithium hydroxide and then a cation exchange resin (H+) to obtain 5'-GMP. This reaction can be carried out, ... Product: C1=NC2=C(N1[C@H]3[C@@H]([C@@H]([C@H](O3)COP(=O)(O)O)O)O)NC(=NC2=O)N (5'-GMP).